This data is from the Open Reaction Database (ORD), a public repository of structured organic reaction records. The task is: describe an organic reaction: reactants, conditions, products, and yield Starting materials: C(C)(C)(C)OC(NC1=C(C=C(C(=C1)OC)N1C=CC=C1)NC(CC(=O)C1=CC(=CC=C1)C#N)=O)=O ({2-[3-(3-cyano-phenyl)-3-oxo-propionylamino]-5-methoxy-4-pyrrol-1-yl-phenyl}-carbamic acid tert.-butyl ester), C(=O)(C(F)(F)F)O (TFA). The solvent is C(Cl)Cl (CH2Cl2). Yields the product COC=1C(=CC2=C(N=C(CC(N2)=O)C=2C=C(C#N)C=CC2)C1)N1C=CC=C1 (3-(8-Methoxy-4-oxo-7-pyrrol-1-yl-4,5-dihydro-3H-benzo[b][1,4]diazepin-2-yl)-benzonitrile), solid. Reaction SMILES: C(OC(=O)[NH:7][C:8]1[CH:13]=[C:12]([O:14][CH3:15])[C:11]([N:16]2[CH:20]=[CH:19][CH:18]=[CH:17]2)=[CH:10][C:9]=1[NH:21][C:22](=[O:34])[CH2:23][C:24]([C:26]1[CH:31]=[CH:30][CH:29]=[C:28]([C:32]#[N:33])[CH:27]=1)=O)(C)(C)C.C(O)(C(F)(F)F)=O>C(Cl)Cl>[CH3:15][O:14][C:12]1[C:11]([N:16]2[CH:20]=[CH:19][CH:18]=[CH:17]2)=[CH:10][C:9]2[NH:21][C:22](=[O:34])[CH2:23][C:24]([C:26]3[CH:27]=[C:28]([CH:29]=[CH:30][CH:31]=3)[C:32]#[N:33])=[N:7][C:8]=2[CH:13]=1. Reported procedure: The title compound was prepared from {2-[3-(3-cyano-phenyl)-3-oxo-propionylamino]-5-methoxy-4-pyrrol-1-yl-phenyl}-carbamic acid tert.-butyl ester (Example M18) by treatment with TFA in CH2Cl2 according to the general procedure N. Obtained as a yellow solid (10 mg). The reactants are BrC=1C=NC2=CC(=C(C=C2C1Cl)OC)OC (3-bromo-4-chloro-6,7-dimethoxyquinoline), COC1=C(OC2=CC=C(N)C=C2)C=CC=C1 (4-(2-methoxyphenoxy)-aniline). Run in C1(CCCCC1)O (cyclohexanol). Run at temperature 130 celsius. Product: COC1=C(OC2=CC=C(NC3=NC4=CC(=C(C=C4C=C3Br)OC)OC)C=C2)C=CC=C1 (4-(2-methoxyphenoxy)-anilino-3-bromo-6,7-dimethoxyquinoline). The yield is 37.5%. RXN SMILES: [Br:1][C:2]1[CH:3]=[N:4][C:5]2[C:10]([C:11]=1Cl)=[CH:9][C:8]([O:13][CH3:14])=[C:7]([O:15][CH3:16])[CH:6]=2.[CH3:17][O:18][C:19]1[CH:32]=[CH:31][CH:30]=[CH:29][C:20]=1[O:21][C:22]1[CH:28]=[CH:27][C:25]([NH2:26])=[CH:24][CH:23]=1>C1(O)CCCCC1>[CH3:17][O:18][C:19]1[CH:32]=[CH:31][CH:30]=[CH:29][C:20]=1[O:21][C:22]1[CH:28]=[CH:27][C:25]([NH:26][C:3]2[C:2]([Br:1])=[CH:11][C:10]3[C:5](=[CH:6][C:7]([O:15][CH3:16])=[C:8]([O:13][CH3:14])[CH:9]=3)[N:4]=2)=[CH:24][CH:23]=1. Procedure: A mixture of 3-bromo-4-chloro-6,7-dimethoxyquinoline (302 mg) and 4-(2-methoxyphenoxy)-aniline (236 mg) in cyclohexanol (5 ml) was stirred and heated at 130° C. for 24 hours. The mixture was cooled to ambient temperature and then filtered. The crystals were washed first with methanol and then with diethyl ether and then dried to give 4-(2-methoxyphenoxy)-anilino-3-bromo-6,7-dimethoxyquinoline (Compound 2) (180 mg, 37%). Starting materials: FC=1C=C2C(CCOC2=CC1)=O (6-Fluorochroman-4-one), ClC1=CC=C(C=C1)S (4-chlorothiophenol), C(=O)(O)[O-].[Na+] (NaHCO3), [O-]S(=O)[O-].[Na+].[Na+] (Na2SO3), ClC=1C=C(C(=O)OO)C=CC1 (m-Chloroperoxybenzoic acid), FC(C(=O)O)(F)F (trifluoroacetic acid). Run in C(Cl)Cl (DCM), CCOCC (Et2O), O (water). Run at temperature 0 celsius, time 5 minute. Product: ClC1=CC=C(C=C1)S(=O)(=O)C1CCOC2=C1C=C(C=C2)F (4-[(4-Chlorophenyl)sulfonyl]-6-fluoro-3,4-dihydro-2H-1-benzopyran). As a reaction SMILES: [F:1][C:2]1[CH:3]=[C:4]2[C:9](=[CH:10][CH:11]=1)[O:8][CH2:7][CH2:6][C:5]2=O.ClC1C=CC(S)=CC=1.FC(F)(F)C(O)=O.C([O-])(O)=O.[Na+].[Cl:33][C:34]1[CH:35]=[C:36]([CH:41]=[CH:42][CH:43]=1)C(OO)=O.[O-:44][S:45]([O-])=[O:46].[Na+].[Na+]>C(Cl)Cl.O.CCOCC>[Cl:33][C:34]1[CH:35]=[CH:36][C:41]([S:45]([CH:5]2[C:4]3[CH:3]=[C:2]([F:1])[CH:11]=[CH:10][C:9]=3[O:8][CH2:7][CH2:6]2)(=[O:46])=[O:44])=[CH:42][CH:43]=1 |f:3.4,6.7.8|. Procedure: 6-Fluorochroman-4-one (352 mg, 2.12 mmol) and 4-chlorothiophenol (320 mg, 2.2 mmol) were dissolved in 5 mL DCM. The reaction mixture was cooled to 0° C. and 2.4 mL of trifluoroacetic acid was added. After 5 min at 0° C., pyridine-borane complex (0.20 mL) was slowly added. The reaction mixture was stirred for 1 h at 0° C. Et2O (100 mL) and sat. NaHCO3 solution (100 mL) were added. The ether layer was dried over Na2SO4 and concentrated. The residue was dissolved in 10 mL DCM, mCPBA (77%, 1.01 g, 4... As a reaction SMILES: [CH3:1][O:2][C:3]([c:4]1[c:5]([CH2:11][Br:12])[cH:6][cH:7][cH:8][c:9]1[I:10])=[O:13].[CH3:33][CH2:34][O:35][C:36](=[O:37])[CH3:38].[CH3:39][c:40]1[cH:41][cH:42][cH:43][cH:44][cH:45]1.[CH3:46][CH2:47][CH2:48][CH2:49][CH2:50][CH3:51].[F:14][C:15]([O:16][c:17]1[cH:18][cH:19][c:20]([CH2:21][NH2:22])[cH:23][cH:24]1)([F:25])[F:26].[K+:27].[K+:28].[O-:29][C:30]([O-:31])=[O:32]>>[C:3]1(=[O:13])[c:4]2[c:5]([cH:6][cH:7][cH:8][c:9]2[I:10])[CH2:11][N:22]1[CH2:21][c:20]1[cH:19][cH:18][c:17]([O:16][C:15]([F:14])([F:25])[F:26])[cH:24][cH:23]1. The reactants are COC(=O)c1c(I)cccc1CBr, CCOC(C)=O, Cc1ccccc1, CCCCCC, NCc1ccc(OC(F)(F)F)cc1, [K+], [K+], O=C([O-])[O-]. The product is O=C1c2c(I)cccc2CN1Cc1ccc(OC(F)(F)F)cc1. The reactants are C(C1=CC=CC=C1)N=[N+]=[N-] (benzyl azide), C(C1=CC=CC=C1)S(=O)(=O)C#N (benzylsulfonyl cyanide). Product: C(C1=CC=CC=C1)N1N=NN=C1S(=O)(=O)CC1=CC=CC=C1 (1-Benzyl-5-Phenylmethanesulfonyltetrazole). As a reaction SMILES: [CH2:1]([N:8]=[N+:9]=[N-:10])[C:2]1[CH:7]=[CH:6][CH:5]=[CH:4][CH:3]=1.[CH2:11]([S:18]([C:21]#[N:22])(=[O:20])=[O:19])[C:12]1[CH:17]=[CH:16][CH:15]=[CH:14][CH:13]=1>>[CH2:1]([N:8]1[C:21]([S:18]([CH2:11][C:12]2[CH:17]=[CH:16][CH:15]=[CH:14][CH:13]=2)(=[O:20])=[O:19])=[N:22][N:10]=[N:9]1)[C:2]1[CH:7]=[CH:6][CH:5]=[CH:4][CH:3]=1. Procedure details: Heating a mixture of benzyl azide (Fr. Moulin, loc. cit.) and benzylsulfonyl cyanide as in Example 2 gives the title compound, m.p. 94°-96° C. Reactants: CCCCCCCCCCOc1ccc2cc(C(=O)O)ccc2c1, [Cl-], CCCCc1ccc(O)c(N)c1, C1COCCO1, O, c1ccncc1. As a reaction SMILES: [CH2:14]([CH2:15][CH2:16][CH2:17][CH2:18][CH2:19][CH2:20][CH2:21][CH2:22][CH3:23])[O:24][c:25]1[cH:26][c:27]2[cH:28][cH:29][c:30]([C:35](=[O:36])[OH:37])[cH:31][c:32]2[cH:33][cH:34]1.[Cl-:13].[NH2:1][c:2]1[c:3]([OH:12])[cH:4][cH:5][c:6]([CH2:8][CH2:9][CH2:10][CH3:11])[cH:7]1.[O:38]1[CH2:39][CH2:40][O:41][CH2:42][CH2:43]1.[OH2:50].[cH:44]1[cH:45][cH:46][n:47][cH:48][cH:49]1>>[NH:1]([c:2]1[c:3]([OH:12])[cH:4][cH:5][c:6]([CH2:8][CH2:9][CH2:10][CH3:11])[cH:7]1)[C:35]([c:30]1[cH:29][cH:28][c:27]2[cH:26][c:25]([O:24][CH2:14][CH2:15][CH2:16][CH2:17][CH2:18][CH2:19][CH2:20][CH2:21][CH2:22][CH3:23])[cH:34][cH:33][c:32]2[cH:31]1)=[O:36]. Yields the product CCCCCCCCCCOc1ccc2cc(C(=O)Nc3cc(CCCC)ccc3O)ccc2c1. Starting materials: ClC1=NC=NC(=C1CC(=O)OC)Cl (methyl 4,6-dichloropyrimidin-5-yl-acetate), CC(=O)C=1C=CC=C(C1)O (3-hydroxyacetophenone), C(=O)([O-])[O-].[K+].[K+] (K2CO3), CN(C)C=O (DMF), CNC (dimethylamine), aqeous solution. Run at temperature 100 celsius, time 90 minute. Product: C(C)(=O)C=1C=C(OC2=NC=NC(=C2CC(=O)OC)N(C)C)C=CC1 (methyl 4-(3-acetylphenoxy)-6-dimethylamino-pyrimidin-5-yl-acetate). RXN SMILES: Cl[C:2]1[C:7]([CH2:8][C:9]([O:11][CH3:12])=[O:10])=[C:6](Cl)[N:5]=[CH:4][N:3]=1.[CH3:14][C:15]([C:17]1[CH:18]=[CH:19][CH:20]=[C:21]([OH:23])[CH:22]=1)=[O:16].C([O-])([O-])=O.[K+].[K+].[CH3:30][N:31](C=O)[CH3:32].CNC>>[C:15]([C:17]1[CH:22]=[C:21]([CH:20]=[CH:19][CH:18]=1)[O:23][C:2]1[C:7]([CH2:8][C:9]([O:11][CH3:12])=[O:10])=[C:6]([N:31]([CH3:32])[CH3:30])[N:5]=[CH:4][N:3]=1)(=[O:16])[CH3:14] |f:2.3.4|. Procedure details: A mixture of methyl 4,6-dichloropyrimidin-5-yl-acetate (221 g, 1 mol), 3-hydroxyacetophenone (136 g, 1 mol) and K2CO3 (207 g, 1.5 mol) in DMF (150 mol) is stirred at 100° C. for 90 minutes. The dark mixture is cooled to 0° C. and dimethylamine (450 ml of a 40% aqeous solution) is added. Stirring is continued at room temperature for hours. Dilution with water and extraction with ether gives methyl 4-(3-acetylphenoxy)-6-dimethylamino-pyrimidin-5-yl-acetate as a brownish oil (purity>95%). The reactants are CC(CCl)CN1CCOCC1, O=c1oc2c(c(O)c1-c1ccccc1)CCCC2c1ccccc1. The product is CC(COc1c2c(oc(=O)c1-c1ccccc1)C(c1ccccc1)CCC2)CN1CCOCC1. Reaction SMILES: [Cl:25][CH2:26][CH:27]([CH2:28][N:29]1[CH2:30][CH2:31][O:32][CH2:33][CH2:34]1)[CH3:35].[c:1]1(-[c:7]2[c:8](=[O:24])[o:9][c:10]3[c:15]([c:16]2[OH:17])[CH2:14][CH2:13][CH2:12][CH:11]3[c:18]2[cH:19][cH:20][cH:21][cH:22][cH:23]2)[cH:2][cH:3][cH:4][cH:5][cH:6]1>>[c:1]1(-[c:7]2[c:8](=[O:24])[o:9][c:10]3[c:15]([c:16]2[O:17][CH2:26][CH:27]([CH2:28][N:29]2[CH2:30][CH2:31][O:32][CH2:33][CH2:34]2)[CH3:35])[CH2:14][CH2:13][CH2:12][CH:11]3[c:18]2[cH:19][cH:20][cH:21][cH:22][cH:23]2)[cH:2][cH:3][cH:4][cH:5][cH:6]1.